This data is from the Open Reaction Database (ORD), a public repository of structured organic reaction records. The task is: describe an organic reaction: reactants, conditions, products, and yield Starting materials: NC1=CC=C(C=C1)C=1N=CNC1 (4-(4-aminophenyl)-1-H-imidazole), C(=O)O (formic acid). The product is N1C=NC(=C1)C1=CC=C(C=C1)NC=O (N-[4-(imidazol-4-yl)-phenyl]-formamide). RXN SMILES: [NH2:1][C:2]1[CH:7]=[CH:6][C:5]([C:8]2[N:9]=[CH:10][NH:11][CH:12]=2)=[CH:4][CH:3]=1.[CH:13](O)=[O:14]>>[NH:11]1[CH:12]=[C:8]([C:5]2[CH:4]=[CH:3][C:2]([NH:1][CH:13]=[O:14])=[CH:7][CH:6]=2)[N:9]=[CH:10]1. Procedure: A solution of 4-(4-aminophenyl)-1-H-imidazole (10 g) in formic acid (100 ml) was refluxed for 4 hours and evaporated to dryness. The residue was dissolved in water, and the solution was filtered through charcoal and made basic to give 10 g of N-[4-(imidazol-4-yl)-phenyl]-formamide, M.p. 108°-109° C. The reactants are CC(CCl)CC1=CC=C(C=C1)[Si](CC)(CC)CC (2-methyl-3-(4-triethylsilylphenyl)-propyl chloride), C[C@@H]1CNC[C@@H](O1)C (cis-2,6-dimethylmorpholine), C(=O)([O-])[O-].[Na+].[Na+] (Na2CO3). Conditions: temperature 150 celsius, time 6 hour. Product: C(C)[Si](C1=CC=C(C=C1)CC(CN1C[C@H](O[C@H](C1)C)C)C)(CC)CC (4-[3-(4-triethylsilylphenyl)-2-methylpropyl]-cis-2,6-dimethylmorpholine). As a reaction SMILES: [CH3:1][CH:2]([CH2:5][C:6]1[CH:11]=[CH:10][C:9]([Si:12]([CH2:17][CH3:18])([CH2:15][CH3:16])[CH2:13][CH3:14])=[CH:8][CH:7]=1)[CH2:3]Cl.[CH3:19][C@H:20]1[O:25][C@@H:24]([CH3:26])[CH2:23][NH:22][CH2:21]1.C([O-])([O-])=O.[Na+].[Na+]>>[CH2:13]([Si:12]([CH2:17][CH3:18])([CH2:15][CH3:16])[C:9]1[CH:10]=[CH:11][C:6]([CH2:5][CH:2]([CH3:1])[CH2:3][N:22]2[CH2:21][C@H:20]([CH3:19])[O:25][C@H:24]([CH3:26])[CH2:23]2)=[CH:7][CH:8]=1)[CH3:14] |f:2.3.4|. Reported procedure: 13.5 parts of 2-methyl-3-(4-triethylsilylphenyl)-propyl chloride and 16.5 parts of cis-2,6-dimethylmorpholine were mixed and the mixture was stirred at 150° C. for 6 hours, cooled and brought to about pH 9 with saturated Na2CO3 solution. After extraction with methylene chloride, the organic phase was dried and concentrated and the residue was distilled to give, at a boiling point of 110°-114° C./0.01 mm Hg, 12.6 parts of 4-[3-(4-triethylsilylphenyl)-2-methylpropyl]-cis-2,6-dimethylmorpholine of ... Reactants: Cc1ccccc1, O=C1C=C2C(CC=CCN2Cc2ccc(Cl)nc2)O1, c1ccc(P(c2ccccc2)c2ccccc2)cc1. Product: O=C1C=C2C(CCCCN2Cc2ccc(Cl)nc2)O1. Reaction SMILES: [CH3:39][c:40]1[cH:41][cH:42][cH:43][cH:44][cH:45]1.[Cl:1][c:2]1[cH:3][cH:4][c:5]([CH2:8][N:9]2[C:10]3=[CH:18][C:17](=[O:19])[O:16][CH:11]3[CH2:12][CH:13]=[CH:14][CH2:15]2)[cH:6][n:7]1.[c:20]1([P:21]([c:22]2[cH:23][cH:24][cH:25][cH:26][cH:27]2)[c:28]2[cH:29][cH:30][cH:31][cH:32][cH:33]2)[cH:34][cH:35][cH:36][cH:37][cH:38]1>>[Cl:1][c:2]1[cH:3][cH:4][c:5]([CH2:8][N:9]2[C:10]3=[CH:18][C:17](=[O:19])[O:16][CH:11]3[CH2:12][CH2:13][CH2:14][CH2:15]2)[cH:6][n:7]1. The reactants are ClCC[C@@H](C=O)C ((S)-4-chloro-2-methylbutyraldehyde), CN(C=O)C (dimethylformamide), C(CCC)[Li] (n-butyllithium), [Br-].CC(CC[P+](C)(C)C)C (3-methylbutyl-trimethylphosphonium bromide). Run in CCOCC (ether), CCOCC (ether). Conditions: time 2 hour. The product is ClCC[C@@H](\C=C/CC(C)C)C ((S)-cis-1-chloro-3,7-dimethyl-4-octene). Isolated yield 52.8%. Reaction SMILES: C([Li])CCC.[Br-].[CH3:7][CH:8]([CH3:15])[CH2:9][CH2:10][P+](C)(C)C.[Cl:16][CH2:17][CH2:18][C@H:19]([CH3:22])[CH:20]=O.CN(C)C=O>CCOCC>[Cl:16][CH2:17][CH2:18][C@H:19]([CH3:22])/[CH:20]=[CH:10]\[CH2:9][CH:8]([CH3:15])[CH3:7] |f:1.2|. Procedure details: 23.5 ml of n-butyllithium (about 2-M in n-hexane) are added dropwise under argon to a suspension of 20.4 g of 3-methylbutyl-trimethylphosphonium bromide in 80 ml of dry ether, a reaction temperature of about 20° being adhered to by slight cooling. Thereafter, the mixture is stirred at room temperature for a further 2 hours. The mixture is cooled to -10° and a solution of 5.4 g of (S)-4-chloro-2-methylbutyraldehyde in 5 ml of dry ether is added thereto. The separated precipitate is stirred for on... Starting materials: CNS(=O)(=O)c1cc(C(=O)O)c(Cl)cc1F, Cc1nc2ccccc2n1C1CC2CCC(C1)N2CCC1(c2cccc(F)c2)CCNCC1. Product: CNS(=O)(=O)c1cc(C(=O)N2CCC(CCN3C4CCC3CC(n3c(C)nc5ccccc53)C4)(c3cccc(F)c3)CC2)c(Cl)cc1F. As a reaction SMILES: [Cl:34][c:35]1[c:36]([C:37](=[O:38])[OH:39])[cH:40][c:41]([S:45](=[O:46])(=[O:47])[NH:48][CH3:49])[c:42]([F:44])[cH:43]1.[F:1][c:2]1[cH:3][c:4]([C:8]2([CH2:14][CH2:15][N:16]3[CH:17]4[CH2:18][CH:19]([n:24]5[c:25]([CH3:33])[n:26][c:27]6[c:28]5[cH:29][cH:30][cH:31][cH:32]6)[CH2:20][CH:21]3[CH2:22][CH2:23]4)[CH2:9][CH2:10][NH:11][CH2:12][CH2:13]2)[cH:5][cH:6][cH:7]1>>[F:1][c:2]1[cH:3][c:4]([C:8]2([CH2:14][CH2:15][N:16]3[CH:17]4[CH2:18][CH:19]([n:24]5[c:25]([CH3:33])[n:26][c:27]6[c:28]5[cH:29][cH:30][cH:31][cH:32]6)[CH2:20][CH:21]3[CH2:22][CH2:23]4)[CH2:9][CH2:10][N:11]([C:37]([c:36]3[c:35]([Cl:34])[cH:43][c:42]([F:44])[c:41]([S:45](=[O:46])(=[O:47])[NH:48][CH3:49])[cH:40]3)=[O:38])[CH2:12][CH2:13]2)[cH:5][cH:6][cH:7]1. The reactants are CO, ClC(Cl)Cl, O=C(Cl)C(=O)Cl, OC(=S)c1[nH]c2ccc(Cl)cc2c1-c1ccccc1. Product: COC(=S)c1[nH]c2ccc(Cl)cc2c1-c1ccccc1. RXN SMILES: [CH3:26][OH:27].[CH:28]([Cl:29])([Cl:30])[Cl:31].[Cl:1][C:2]([C:3]([Cl:4])=[O:5])=[O:6].[Cl:7][c:8]1[cH:9][c:10]2[c:11](-[c:20]3[cH:21][cH:22][cH:23][cH:24][cH:25]3)[c:12]([C:17](=[S:18])[OH:19])[nH:13][c:14]2[cH:15][cH:16]1>>[CH3:2][O:19][C:17]([c:12]1[c:11](-[c:20]2[cH:21][cH:22][cH:23][cH:24][cH:25]2)[c:10]2[cH:9][c:8]([Cl:7])[cH:16][cH:15][c:14]2[nH:13]1)=[S:18]. The reactants are C(C)(=O)OC(C)=O (acetic anhydride), C(C=C)C=1C=C(C(=NC1)C(=O)O)C(=O)O (5-allylpyridine-2,3-dicarboxylic acid), C(C)(=O)OC(C)=O (acetic anhydride), N1=CC=CC=C1 (pyridine). Run in COCCOC (1,2-dimethoxyethane). The product is C(C=C)C=1C=C2C(=NC1)C(=O)OC2=O (5-allylpyridine-2,3-dicarboxylic anhydride). As a reaction SMILES: [CH2:1]([C:4]1[CH:5]=[C:6]([C:13]([OH:15])=[O:14])[C:7]([C:10]([OH:12])=O)=[N:8][CH:9]=1)[CH:2]=[CH2:3].C(OC(=O)C)(=O)C.N1C=CC=CC=1>COCCOC>[CH2:1]([C:4]1[CH:5]=[C:6]2[C:13](=[O:14])[O:15][C:10](=[O:12])[C:7]2=[N:8][CH:9]=1)[CH:2]=[CH2:3]. Reported procedure: A mixture of 7 g of crude 5-allylpyridine-2,3-dicarboxylic acid, 9.8 mL acetic anhydride, and 3.3 mL pyridine in 100 mL dry 1,2-dimethoxyethane is stirred under nitrogen and heated at 65° for 1 hour. After adding an additional 1 mL of acetic anhydride, the reaction is heated for 2 hours at 65°, then at reflux overnight. The reaction mixture is filtered, and the solids are washed with ether and ethyl acetate. The combined filtrates are concentrated in vacuo and reevaporated from xylenes to afford... Starting materials: ice water, CC=1C=C(OC2=CC(=CC=C2)OC2=CC(=C(C=C2)C)C)C=CC1C (1,3-bis(3,4-dimethylphenoxy)benzene), FC(C(F)(F)C(=O)C1=CC=CC=C1)(C(F)(F)F)F (phenyl heptafluoropropyl ketone), C(C[*:2])[*:1] (polyethylene). The solvent is [OH-].[Na+] (sodium hydroxide). Reaction conditions: temperature 140 celsius. Yields the product CC1=CC=2C(C3=CC=4C(C5=CC(=C(C=C5OC4C=C3OC2C=C1C)C)C)(C(C(C(F)(F)F)(F)F)(F)F)C1=CC=CC=C1)(C(C(C(F)(F)F)(F)F)(F)F)C1=CC=CC=C1 (2,3,9,10-Tetramethyl-12,14-diphenyl-12,14-bis (heptafluoropropyl)-12H,14H-5,7-dioxapentacene). Isolated yield 75.1%. RXN SMILES: [CH3:1][C:2]1[CH:3]=[C:4]([CH:21]=[CH:22][C:23]=1[CH3:24])[O:5][C:6]1[CH:11]=[CH:10][CH:9]=[C:8]([O:12][C:13]2[CH:18]=[CH:17][C:16]([CH3:19])=[C:15]([CH3:20])[CH:14]=2)[CH:7]=1.[F:25][C:26]([F:42])([C:38]([F:41])([F:40])[F:39])[C:27]([C:30]([C:32]1[CH:37]=[CH:36][CH:35]=[CH:34][CH:33]=1)=O)([F:29])[F:28]>[OH-].[Na+]>[CH3:19][C:16]1[C:15]([CH3:20])=[CH:14][C:13]2[O:12][C:8]3[C:9](=[CH:10][C:11]4[C:30]([C:32]5[CH:37]=[CH:36][CH:35]=[CH:34][CH:33]=5)([C:27]([F:29])([F:28])[C:26]([F:42])([F:25])[C:38]([F:41])([F:40])[F:39])[C:21]5[C:4]([O:5][C:6]=4[CH:7]=3)=[CH:3][C:2]([CH3:1])=[C:23]([CH3:24])[CH:22]=5)[C:30]([C:32]3[CH:37]=[CH:36][CH:35]=[CH:34][CH:33]=3)([C:27]([F:28])([F:29])[C:26]([F:42])([F:25])[C:38]([F:41])([F:40])[F:39])[C:18]=2[CH:17]=1 |f:2.3|. Reported procedure: A mixture of 159 g (0.5 mole) 1,3-bis(3,4-dimethylphenoxy)benzene, 274 g (1.0 mole) phenyl heptafluoropropyl ketone, and 280 g (14 moles) HF was heated in an autoclave for 8 hours at 140° C. After cooling, and venting off excess HF, the autoclave contents were transferred to a 1-gallon polyethylene jar, half filled with ice water, and containing 500 ml of 50% sodium hydroxide. The autoclave was rinsed out with methylene chloride, and the washings were added to the jar. The product was extracted ...